The task is: describe an organic reaction: reactants, conditions, products, and yield. This data is from the Open Reaction Database (ORD), a public repository of structured organic reaction records. Starting materials: FC(OC1=CC=C(C2=C1OC1=C2C=NC=C1)C(=O)O)F (6-Difluoromethyloxybenzo[4,5]furo[3,2-c]pyridine-9-carboxylic acid), C1=CC(=CC=C1[N+](=O)[O-])O (p-nitro phenol), CCN=C=NCCCN(C)C.Cl (EDCl), CC1(CC(=NC=C1)N)C (4,4-dimethyl amino pyridine). The solvent is CN(C)C=O (DMF). Conditions: temperature 72.5 celsius. Product: FC(OC1=CC=C(C2=C1OC1=C2C=NC=C1)C(=O)OC1=CC=C(C=C1)[N+](=O)[O-])F (4-Nitrophenyl 6-difluoromethyloxybenzo[4,5]furo[3,2-c]pyridine-9-carboxylate). RXN SMILES: [F:1][CH:2]([F:20])[O:3][C:4]1[C:9]2[O:10][C:11]3[CH:16]=[CH:15][N:14]=[CH:13][C:12]=3[C:8]=2[C:7]([C:17]([OH:19])=[O:18])=[CH:6][CH:5]=1.[CH:21]1[C:26]([N+:27]([O-:29])=[O:28])=[CH:25][CH:24]=[C:23](O)[CH:22]=1.CCN=C=NCCCN(C)C.Cl.CC1(C)C=CN=C(N)C1>CN(C=O)C>[F:20][CH:2]([F:1])[O:3][C:4]1[C:9]2[O:10][C:11]3[CH:16]=[CH:15][N:14]=[CH:13][C:12]=3[C:8]=2[C:7]([C:17]([O:19][C:23]2[CH:22]=[CH:21][C:26]([N+:27]([O-:29])=[O:28])=[CH:25][CH:24]=2)=[O:18])=[CH:6][CH:5]=1 |f:2.3|. Reported procedure: A mixture of 6-Difluoromethyloxybenzo[4,5]furo[3,2-c]pyridine-9-carboxylic acid (5.5 g, 0.0197 moles), p-nitro phenol (4.1 g, 0.0295 moles), EDCl (5.7 g, 0.295 moles), 4,4-dimethyl amino pyridine (250 mg, 0.00197 moles) in DMF (603.0 mL) was heated to 70-75° C. for 4-5 hours. The residue obtained after removal of solvent under vacuo was triturated with water (50.0 mL) to give intermediate-18 (6.0 mg) as yellow solid.